Dataset: the Open Reaction Database (ORD), a public repository of structured organic reaction records. Task: describe an organic reaction: reactants, conditions, products, and yield Starting materials: [Cr](=O)(=O)([O-])Cl.[NH+]1=CC=CC=C1 (Pyridinium chlorochromate), O=S1(CCC(CC1)CS(=O)(=O)C=1C=C(C=CC1)C(CCNC(OC(C)(C)C)=O)O)=O (tert-butyl (3-(3-(((1,1-dioxidotetrahydro-2H-thiopyran-4-yl)methyl)sulfonyl)phenyl)-3-hydroxypropyl)carbamate). The solvent is C(Cl)Cl (CH2Cl2). Reaction conditions: time 2 hour. The product is O=S1(CCC(CC1)CS(=O)(=O)C=1C=C(C=CC1)C(CCNC(OC(C)(C)C)=O)=O)=O (tert-butyl (3-(3-(((1,1-dioxidotetrahydro-2H-thiopyran-4-yl)methyl)sulfonyl)phenyl)-3-oxopropyl)carbamate). Reaction SMILES: [Cr](Cl)([O-])(=O)=O.[NH+]1C=CC=CC=1.[O:12]=[S:13]1(=[O:41])[CH2:18][CH2:17][CH:16]([CH2:19][S:20]([C:23]2[CH:24]=[C:25]([CH:29]([OH:40])[CH2:30][CH2:31][NH:32][C:33](=[O:39])[O:34][C:35]([CH3:38])([CH3:37])[CH3:36])[CH:26]=[CH:27][CH:28]=2)(=[O:22])=[O:21])[CH2:15][CH2:14]1>C(Cl)Cl>[O:41]=[S:13]1(=[O:12])[CH2:18][CH2:17][CH:16]([CH2:19][S:20]([C:23]2[CH:24]=[C:25]([C:29](=[O:40])[CH2:30][CH2:31][NH:32][C:33](=[O:39])[O:34][C:35]([CH3:36])([CH3:37])[CH3:38])[CH:26]=[CH:27][CH:28]=2)(=[O:21])=[O:22])[CH2:15][CH2:14]1 |f:0.1|. Reported procedure: Pyridinium chlorochromate (218 mg, 1.01 mmol) and molecular sieves were added to a solution of tert-butyl (3-(3-(((1,1-dioxidotetrahydro-2H-thiopyran-4-yl)methyl)sulfonyl)phenyl)-3-hydroxypropyl)carbamate (650 mg, 1.40 mmol) in CH2Cl2 (20 mL) and the reaction mixture was stirred at room temperature for 2 h. The reaction mixture was filtered through a Celite, the filtrate was diluted with EtOAc, dried over anhydrous Na2SO4 and concentrated under reduced pressure. Purification by flash chromatogra... The reactants are CN1C(N(C(=C(C1=O)C1=CC=NN1C1=CC=C(C#N)C=C1)C)C1=CC(=CC=C1)C(F)(F)F)=O (4-[5-[3,6-dimethyl-2,4-dioxo-1-(3-trifluoromethylphenyl)-1,2,3,4-tetrahydropyrimidin-5-yl]-1H-pyrazol-1-yl]benzonitrile), BrBr (bromine), S(=S)(=O)([O-])[O-].[Na+].[Na+] (sodium thiosulfate). Run in C(C)(=O)O (acetic acid). The product is BrC=1C=NN(C1C=1C(N(C(N(C1C)C1=CC(=CC=C1)C(F)(F)F)=O)C)=O)C1=CC=C(C#N)C=C1 (4-(4-bromo-5-(3,6-dimethyl-2,4-dioxo-1-(3-(trifluoromethyl)phenyl)-1,2,3,4-tetrahydropyrimidin-5-yl)-1H-pyrazol-1-yl)benzonitrile). RXN SMILES: [CH3:1][N:2]1[C:7](=[O:8])[C:6]([C:9]2[N:13]([C:14]3[CH:21]=[CH:20][C:17]([C:18]#[N:19])=[CH:16][CH:15]=3)[N:12]=[CH:11][CH:10]=2)=[C:5]([CH3:22])[N:4]([C:23]2[CH:28]=[CH:27][CH:26]=[C:25]([C:29]([F:32])([F:31])[F:30])[CH:24]=2)[C:3]1=[O:33].[Br:34]Br.S([O-])([O-])(=O)=S.[Na+].[Na+]>C(O)(=O)C>[Br:34][C:10]1[CH:11]=[N:12][N:13]([C:14]2[CH:15]=[CH:16][C:17]([C:18]#[N:19])=[CH:20][CH:21]=2)[C:9]=1[C:6]1[C:7](=[O:8])[N:2]([CH3:1])[C:3](=[O:33])[N:4]([C:23]2[CH:28]=[CH:27][CH:26]=[C:25]([C:29]([F:30])([F:31])[F:32])[CH:24]=2)[C:5]=1[CH3:22] |f:2.3.4|. Procedure: To a solution of 4-(5-(3,6-dimethyl-2,4-dioxo-1-(3-(trifluoromethyl)phenyl)-1,2,3,4-tetrahydropyrimidin-5-yl)-1H-pyrazol-1-yl)benzonitrile (prepared in Example 1) (665 mg) in acetic acid (15 ml) was added at room temperature bromine (0.75 ml) dropwise and the resulting mixture was stirred at room temperature for fifteen minutes. To the reaction mixture was added 10% aqueous sodium thiosulfate solution (30 ml) and the solids formed were filtered and then washed with hexane (50 ml) and dried under... Starting materials: [BH3-]C#N, O=C([O-])O, CO, CC(=O)O, O=Cc1cccnc1, COC(=O)CCCC=CC1CC(NS(=O)(=O)c2ccc(Cl)cc2)CN1, [Na+], [Na+]. Product: COC(=O)CCCC=CC1CC(NS(=O)(=O)c2ccc(Cl)cc2)CN1Cc1cccnc1. As a reaction SMILES: [C:34]([BH3-:35])#[N:36].[C:38](=[O:39])([OH:40])[O-:41].[CH3:43][OH:44].[CH3:45][C:46](=[O:47])[OH:48].[CH:26]([c:27]1[cH:28][n:29][cH:30][cH:31][cH:32]1)=[O:33].[Cl:1][c:2]1[cH:3][cH:4][c:5]([S:8](=[O:9])(=[O:10])[NH:11][CH:12]2[CH2:13][CH:14]([CH:17]=[CH:18][CH2:19][CH2:20][CH2:21][C:22](=[O:23])[O:24][CH3:25])[NH:15][CH2:16]2)[cH:6][cH:7]1.[Na+:37].[Na+:42]>>[Cl:1][c:2]1[cH:3][cH:4][c:5]([S:8](=[O:9])(=[O:10])[NH:11][CH:12]2[CH2:13][CH:14]([CH:17]=[CH:18][CH2:19][CH2:20][CH2:21][C:22](=[O:23])[O:24][CH3:25])[N:15]([CH2:26][c:27]3[cH:28][n:29][cH:30][cH:31][cH:32]3)[CH2:16]2)[cH:6][cH:7]1. The solvent is C(C)O (ethanol). The reactants are OC1=CC=C(C=2C=CC=NC12)C=O (8-hydroxyquinoline-5-carbaldehyde), N1C(CC2=CC=CC=C12)=O (2-oxindole), N1CCCCC1 (piperidine). Isolated yield 60.0%. Procedure: A solution of 8-hydroxyquinoline-5-carbaldehyde (346 mg, 2 mmol), 2-oxindole (266 mg, 2 mmol) and piperidine (43 mg, 0.5 mmol) in absolute ethanol (10 ml) was heated for 3 h at 60-70° C. under nitrogen. Then the reaction mixture was chilled and evaporated under vacuum to dryness. The residue was submitted to column chromatography over silica gel using dichloromethane/ethanol 4% as eluant to give pure 3-(8-hydroxy-5-quinolylmethylen)-2-oxindole in 60% yield (365 mg). To a solution of 3-(8-hydroxy... RXN SMILES: [OH:1][C:2]1[C:11]2[N:10]=[CH:9][CH:8]=[CH:7][C:6]=2[C:5]([CH:12]=O)=[CH:4][CH:3]=1.[NH:14]1[C:22]2[C:17](=[CH:18][CH:19]=[CH:20][CH:21]=2)[CH2:16][C:15]1=[O:23].N1CCCCC1>C(O)C>[OH:1][C:2]1[CH:3]=[CH:4][C:5]([CH:12]=[C:16]2[C:17]3[C:22](=[CH:21][CH:20]=[CH:19][CH:18]=3)[NH:14][C:15]2=[O:23])=[C:6]2[C:11]=1[N:10]=[CH:9][CH:8]=[CH:7]2. Yields the product OC=1C=CC(=C2C=CC=NC12)C=C1C(NC2=CC=CC=C12)=O (3-(8-hydroxy-5-quinolylmethylen)-2-oxindole). The reactants are O=C1CCc2cc(Br)ccc2C1, COC(OC)OC, ClCCl, OCCO, Cc1ccc(S(=O)(=O)O)cc1. The product is Brc1ccc2c(c1)CCC1(C2)OCCO1. RXN SMILES: [Br:1][c:2]1[cH:3][c:4]2[c:9]([cH:10][cH:11]1)[CH2:8][C:7](=[O:12])[CH2:6][CH2:5]2.[CH:13]([O:14][CH3:15])([O:16][CH3:17])[O:18][CH3:19].[Cl:35][CH2:36][Cl:37].[OH:20][CH2:21][CH2:22][OH:23].[c:24]1([CH3:25])[cH:26][cH:27][c:28]([S:29]([OH:30])(=[O:31])=[O:32])[cH:33][cH:34]1>>[Br:1][c:2]1[cH:3][c:4]2[c:9]([cH:10][cH:11]1)[CH2:8][C:7]1([CH2:6][CH2:5]2)[O:12][CH2:22][CH2:21][O:20]1. Reactants: CC1(C(NC2=CC(=C(C=C12)NC(C)=O)[N+](=O)[O-])=O)C (N-(3,3-dimethyl-6-nitro-2-oxo-2,3-dihydro-1H-indol-5-yl)-acetamide), C(Cl)Cl.CO (CH2Cl2 MeOH), BrCCC(C)C (1-bromo-3-methylbutane), C(=O)([O-])[O-].[K+].[K+] (K2CO3). Solvent: CC(C)O (2-propanol), Cl (hydrochloric acid). The product is NC=1C=C2C(C(N(C2=CC1[N+](=O)[O-])CCC(C)C)=O)(C)C (5-amino-3,3-dimethyl-1-(3-methyl-butyl)-6-nitro-1,3-dihydro-indol-2-one). Isolated yield 37.9%. As a reaction SMILES: [CH3:1][C:2]1([CH3:19])[C:10]2[C:5](=[CH:6][C:7]([N+:15]([O-:17])=[O:16])=[C:8]([NH:11]C(=O)C)[CH:9]=2)[NH:4][C:3]1=[O:18].Br[CH2:21][CH2:22][CH:23]([CH3:25])[CH3:24].C([O-])([O-])=O.[K+].[K+].C(Cl)Cl.CO>CC(O)C.Cl>[NH2:11][C:8]1[CH:9]=[C:10]2[C:5](=[CH:6][C:7]=1[N+:15]([O-:17])=[O:16])[N:4]([CH2:21][CH2:22][CH:23]([CH3:25])[CH3:24])[C:3](=[O:18])[C:2]2([CH3:1])[CH3:19] |f:2.3.4,5.6|. Reported procedure: Analogously to general procedure (I) N-(3,3-dimethyl-6-nitro-2-oxo-2,3-dihydro-1H-indol-5-yl)-acetamide (1 g) is alkylated using 1-bromo-3-methylbutane (1.9 ml; 15.4 mmol) and K2CO3 (2.1 g; 15.2 mmol) at RT for 24 h. After aqueous work-up and flash chromatography the pure material (0.62 g; 1.86 mmol) is de-acetylated under reflux in 2-propanol (2 ml) and hydrochloric acid (6 N; 7 ml). Pure 5-amino-3,3-dimethyl-1-(3-methyl-butyl)-6-nitro-1,3-dihydro-indol-2-one (419 mg) is obtained by flash chrom...